From a dataset of the Open Reaction Database (ORD), a public repository of structured organic reaction records. describe an organic reaction: reactants, conditions, products, and yield Starting materials: ClC1=CC=C2C(N(C(=NC2=C1)C1=CC=C(CP(OCC)([O-])=O)C=C1)C)=O (ethyl 4-(7-chloro-3-methyl-4(3H)-quinazolinon-2-yl)benzylphosphonate), S(=O)(Cl)Cl (thionyl chloride), C(C1=CC=CC=C1)N (benzylamine), C1CCC2=NCCCN2CC1 (DBU). Solvent: ClCCl (dichloromethane), CN(C)C=O (DMF), ClCCl (dichloromethane). Reaction conditions: time 18 hour. Yields the product ClC1=CC=C2C(N(C(=NC2=C1)C1=CC=C(CP(OCC)(=O)NCC2=CC=CC=C2)C=C1)C)=O (ethyl P-[4-(7-chloro-3-methyl-4(3H)-quinazolinon-2-yl)benzyl]-N-benzylphosphonamidate). Reaction SMILES: [Cl:1][C:2]1[CH:11]=[C:10]2[C:5]([C:6](=[O:26])[N:7]([CH3:25])[C:8]([C:12]3[CH:24]=[CH:23][C:15]([CH2:16][P:17](=[O:22])([O-])[O:18][CH2:19][CH3:20])=[CH:14][CH:13]=3)=[N:9]2)=[CH:4][CH:3]=1.S(Cl)(Cl)=O.[CH2:31]([NH2:38])[C:32]1[CH:37]=[CH:36][CH:35]=[CH:34][CH:33]=1.C1CCN2C(=NCCC2)CC1>ClCCl.CN(C=O)C>[Cl:1][C:2]1[CH:11]=[C:10]2[C:5]([C:6](=[O:26])[N:7]([CH3:25])[C:8]([C:12]3[CH:13]=[CH:14][C:15]([CH2:16][P:17]([NH:38][CH2:31][C:32]4[CH:37]=[CH:36][CH:35]=[CH:34][CH:33]=4)(=[O:22])[O:18][CH2:19][CH3:20])=[CH:23][CH:24]=3)=[N:9]2)=[CH:4][CH:3]=1. Reported procedure: The compound obtained in Example 61 (0.50 g), 1 ml of DMF and 0.15 g of thionyl chloride were suspended in 10 ml of dichloromethane and refluxed for 3 hours. After completion of the reaction, the reaction mixture was allowed to cool, 10 ml of dichloromethane containing 0.14 g of benzylamine and 0.58 g of DBU was added dropwise, and the mixture was stirred at room temperature for 18 hours. After the reaction, the organic layer was washed with diluted hydrochloric acid, distilled water and saturat...